From a dataset of the Open Reaction Database (ORD), a public repository of structured organic reaction records. describe an organic reaction: reactants, conditions, products, and yield The reactants are CNCCCN1CCc2cc(OC)c(OC)cc2C1=O, ClCCc1cc2ccccc2o1. Product: COc1cc2c(cc1OC)C(=O)N(CCCN(C)CCc1cc3ccccc3o1)CC2, Cl. Reaction SMILES: [CH3:1][NH:2][CH2:3][CH2:4][CH2:5][N:6]1[C:7](=[O:20])[c:8]2[cH:9][c:10]([O:18][CH3:19])[c:11]([O:16][CH3:17])[cH:12][c:13]2[CH2:14][CH2:15]1.[Cl:21][CH2:22][CH2:23][c:24]1[cH:25][c:26]2[c:27]([o:28]1)[cH:29][cH:30][cH:31][cH:32]2>>[CH3:1][N:2]([CH2:3][CH2:4][CH2:5][N:6]1[C:7](=[O:20])[c:8]2[cH:9][c:10]([O:18][CH3:19])[c:11]([O:16][CH3:17])[cH:12][c:13]2[CH2:14][CH2:15]1)[CH2:22][CH2:23][c:24]1[cH:25][c:26]2[c:27]([o:28]1)[cH:29][cH:30][cH:31][cH:32]2.[ClH:21]. The reactants are BrCC1=NC=NC2=CC(=C(C=C12)OC)OC (4-(Bromomethyl)-6,7-dimethoxyquinazoline), N(=C=S)C1=CC=C(OCCN2CCCC2)C=C1 (1-(2-(4-isothiocyanatophenoxy)ethyl)pyrrolidine), N#CN (cyanamide). The solvent is C(C)(C)(C)O.C(C)#N (t-butanol acetonitrile). Run at time 3 hour. Product: COC=1C=C2C(=NC=NC2=CC1OC)C1=C(N=C(S1)NC1=CC=C(C=C1)OCCN1CCCC1)N (5-(6,7-dimethoxyquinazolin-4-yl)-N2-(4-(2-(pyrrolidin-1-yl)ethoxy)phenyl)thiazole-2,4-diamine), compound #1. Reaction SMILES: Br[CH2:2][C:3]1[C:12]2[C:7](=[CH:8][C:9]([O:15][CH3:16])=[C:10]([O:13][CH3:14])[CH:11]=2)[N:6]=[CH:5][N:4]=1.[N:17]([C:20]1[CH:33]=[CH:32][C:23]([O:24][CH2:25][CH2:26][N:27]2[CH2:31][CH2:30][CH2:29][CH2:28]2)=[CH:22][CH:21]=1)=[C:18]=[S:19].[N:34]#[C:35][NH2:36]>C(O)(C)(C)C.C(#N)C>[CH3:14][O:13][C:10]1[CH:11]=[C:12]2[C:7](=[CH:8][C:9]=1[O:15][CH3:16])[N:6]=[CH:5][N:4]=[C:3]2[C:2]1[S:19][C:18]([NH:17][C:20]2[CH:21]=[CH:22][C:23]([O:24][CH2:25][CH2:26][N:27]3[CH2:28][CH2:29][CH2:30][CH2:31]3)=[CH:32][CH:33]=2)=[N:34][C:35]=1[NH2:36] |f:3.4|. Reported procedure: 4-(Bromomethyl)-6,7-dimethoxyquinazoline (E-1) (291 mg), 1-(2-(4-isothiocyanatophenoxy)ethyl)pyrrolidine (C-1) (330 mg, 1 eq) and cyanamide (100 mg, 2 eq) were dissolved in 1/1 anhydrous t-butanol/acetonitrile (8 mL). The reaction was stirred for 3 h at room temperature, then quenched with brine. The reaction was extracted with a mixture of ethyl acetate and methanol. The organic layer was dried over anhydrous sodium sulfate, concentrated under vacuum and dried overnight under vacuum. The residu... Reactants: [Ag+], [Br-], CCCCCCCCCC(=O)O, CCCCOC(C)=O, [I-], O=[N+]([O-])[O-], [NH4+], [NH4+], [Na+], [OH-], O. Product: [Ag+], CCCCCCCCCC(=O)[O-]. RXN SMILES: [Ag+:23].[Br-:15].[CH3:1][CH2:2][CH2:3][CH2:4][CH2:5][CH2:6][CH2:7][CH2:8][CH2:9][C:10]([OH:11])=[O:12].[CH3:24][CH2:25][CH2:26][CH2:27][O:28][C:29](=[O:30])[CH3:31].[I-:18].[N+:19]([O-:20])([O-:21])=[O:22].[NH4+:16].[NH4+:17].[Na+:14].[OH-:13].[OH2:32]>>[Ag+:23].[CH3:1][CH2:2][CH2:3][CH2:4][CH2:5][CH2:6][CH2:7][CH2:8][CH2:9][C:10](=[O:11])[O-:12]. The reactants are ClCC1CO1, Oc1cccnc1Cl, Cl, [H-], [Na+], CN(C)C=O, O. Product: Clc1ncccc1OCC1CO1. RXN SMILES: [Cl:12][CH2:13][CH:14]1[O:15][CH2:16]1.[Cl:2][c:3]1[n:4][cH:5][cH:6][cH:7][c:8]1[OH:9].[ClH:1].[H-:11].[Na+:10].[O:18]=[CH:19][N:20]([CH3:21])[CH3:22].[OH2:17]>>[Cl:2][c:3]1[n:4][cH:5][cH:6][cH:7][c:8]1[O:9][CH2:13][CH:14]1[O:15][CH2:16]1. The product is BrC=1C(=C(C#N)C(=CC1)OC)C (3-bromo-6-methoxy-2-methylbenzonitrile). The reactants are ice water, BrBr (Br2), COC1=C(C#N)C(=CC=C1)C (2-methoxy-6-methylbenzonitrile). RXN SMILES: [Br:1]Br.[CH3:3][O:4][C:5]1[CH:12]=[CH:11][CH:10]=[C:9]([CH3:13])[C:6]=1[C:7]#[N:8]>C(Cl)(Cl)(Cl)Cl.[Fe]>[Br:1][C:10]1[C:9]([CH3:13])=[C:6]([C:5]([O:4][CH3:3])=[CH:12][CH:11]=1)[C:7]#[N:8]. Procedure details: A solution of Br2 (261 mg, 1.63 mmol) in CCl4 (1 mL) was added over 15 min to a solution of 2-methoxy-6-methylbenzonitrile in CCl4 (3 mL) at −10° C. containing 4 mg of Fe powder. After 45 min the reaction was poured into ice water (10 mL). The organic layer was washed with Na2SO3 (aq.) solution (10 mL*2), brine (20 mL) and dried over Na2SO4, concentrated in vacuo to give 3-bromo-6-methoxy-2-methylbenzonitrile. Solvent: C(Cl)(Cl)(Cl)Cl (CCl4), C(Cl)(Cl)(Cl)Cl (CCl4). The reagents and catalysts are [Fe] (Fe). Starting materials: BrC1=CC=C(C=C1)[C@H](C)N1C(O[C@](CC1)(C1=CC=CC=C1)CCO)=O ((S)-3-((S)-1-(4-bromophenyl)ethyl)-6-(2-hydroxyethyl)-6-phenyl-1,3-oxazinan-2-one), COC1=CC=C(C=N1)B(O)O (6-methoxypyridine-3-boronic acid). Product: OCC[C@@]1(CCN(C(O1)=O)[C@@H](C)C1=CC=C(C=C1)C=1C=NC(=CC1)OC)C1=CC=CC=C1 ((S)-6-(2-hydroxyethyl)-3-((S)-1-(4-(6-methoxypyridin-3-yl)phenyl)ethyl)-6-phenyl-1,3-oxazinan-2-one). As a reaction SMILES: Br[C:2]1[CH:7]=[CH:6][C:5]([C@@H:8]([N:10]2[CH2:15][CH2:14][C@:13]([CH2:22][CH2:23][OH:24])([C:16]3[CH:21]=[CH:20][CH:19]=[CH:18][CH:17]=3)[O:12][C:11]2=[O:25])[CH3:9])=[CH:4][CH:3]=1.[CH3:26][O:27][C:28]1[N:33]=[CH:32][C:31](B(O)O)=[CH:30][CH:29]=1>>[OH:24][CH2:23][CH2:22][C@@:13]1([C:16]2[CH:21]=[CH:20][CH:19]=[CH:18][CH:17]=2)[O:12][C:11](=[O:25])[N:10]([C@H:8]([C:5]2[CH:6]=[CH:7][C:2]([C:31]3[CH:32]=[N:33][C:28]([O:27][CH3:26])=[CH:29][CH:30]=3)=[CH:3][CH:4]=2)[CH3:9])[CH2:15][CH2:14]1. Procedure details: The title compound was prepared from (S)-3-((S)-1-(4-bromophenyl)ethyl)-6-(2-hydroxyethyl)-6-phenyl-1,3-oxazinan-2-one and 6-methoxypyridine-3-boronic acid following procedures analogous to those described in Example 1 Step 2. LC-MS Method 2 tR=1.269 min, m/z=432.2; 1H NMR (CDCl3) 1.50 (d, 3H), 2.05-2.35 (m, 5H), 2.90 (m, 1H), 3.51 (m, 1H), 3.70 (m, 1H), 3.97 (s, 3H), 5.63 (m, 1H), 6.85 (d, 1H), 6.92 (m, 2H), 7.17-7.35 (m, 6H), 7.81 (d, 1H), 8.32 (s, 1H). Reactants: CS(C)=O, [I-], Cc1ccc2nc(-c3ccc4c(c3)sc(N)[n+]4C)sc2c1, [Na+], [OH-], O. As a reaction SMILES: [CH3:26][S:27]([CH3:28])=[O:29].[I-:1].[NH2:2][c:3]1[s:4][c:5]2[c:6]([n+:7]1[CH3:8])[cH:9][cH:10][c:11](-[c:13]1[s:14][c:15]3[c:16]([n:17]1)[cH:18][cH:19][c:20]([CH3:22])[cH:21]3)[cH:12]2.[Na+:25].[OH-:24].[OH2:23]>>[NH:2]=[c:3]1[s:4][c:5]2[c:6]([n:7]1[CH3:8])[cH:9][cH:10][c:11](-[c:13]1[s:14][c:15]3[c:16]([n:17]1)[cH:18][cH:19][c:20]([CH3:22])[cH:21]3)[cH:12]2. Product: Cc1ccc2nc(-c3ccc4c(c3)sc(=N)n4C)sc2c1. The reactants are C1(CCC1)N1CCN(CC1)C(CN1CCC2(CC1)N(C(C1=CC=CC=C12)=O)CC1=C(C=C(C=C1)OC)OC)=O (1′-[2-(4-cyclobutylpiperazin-1-yl)-2-oxoethyl]-2-(2,4-dimethoxybenzyl)spiro [isoindole-1,4′-piperidin]-3(2H)-one). The solvent is FC(C(=O)O)(F)F (trifluoroacetic acid). Run at temperature 60 celsius. Product: C1(CCC1)N1CCN(CC1)C(CN1CCC2(CC1)NC(C1=CC=CC=C12)=O)=O (1′-[2-(4-cyclobutylpiperazin-1-yl)-2-oxoethyl]spiro[isoindole-1,4′-piperidin]-3(2H)-one). As a reaction SMILES: [CH:1]1([N:5]2[CH2:10][CH2:9][N:8]([C:11](=[O:39])[CH2:12][N:13]3[CH2:18][CH2:17][C:16]4([C:26]5[C:21](=[CH:22][CH:23]=[CH:24][CH:25]=5)[C:20](=[O:27])[N:19]4CC4C=CC(OC)=CC=4OC)[CH2:15][CH2:14]3)[CH2:7][CH2:6]2)[CH2:4][CH2:3][CH2:2]1>FC(F)(F)C(O)=O>[CH:1]1([N:5]2[CH2:10][CH2:9][N:8]([C:11](=[O:39])[CH2:12][N:13]3[CH2:18][CH2:17][C:16]4([C:26]5[C:21](=[CH:22][CH:23]=[CH:24][CH:25]=5)[C:20](=[O:27])[NH:19]4)[CH2:15][CH2:14]3)[CH2:7][CH2:6]2)[CH2:2][CH2:3][CH2:4]1. Reported procedure: At 0° C., 1′-[2-(4-cyclobutylpiperazin-1-yl)-2-oxoethyl]-2-(2,4-dimethoxybenzyl)spiro [isoindole-1,4′-piperidin]-3(2H)-one (1.4 mmol) is added to trifluoroacetic acid (10 ml) and the resulting solution is heated at 60° C. for 4 h. Solvent is removed and the residue is partitioned between aqueous NaHCO3 solution (20 ml) and EtOAc (20 ml). The layers are separated and the aqueous layer is extracted with EtOAc (20 ml). The combined extracts are washed with brine (20 ml), dried over Na2SO4 and evapo... Reactants: Cl (HCl), BrC=1C=CC(=C(C1)C(C)=O)O (1-(5-bromo-2-hydroxyphenyl)ethanone), CC(CC=O)C (3-methylbutanal), N1CCCC1 (pyrrolidine). Solvent: CO (MeOH), CCOC(=O)C (EtOAc). Conditions: time 3 day. Product: BrC=1C=C2C(CC(OC2=CC1)CC(C)C)=O (6-bromo-2-isobutyl-2,3-dihydro-4H-chromen-4-one). Isolated yield 68.5%. RXN SMILES: [Br:1][C:2]1[CH:3]=[CH:4][C:5]([OH:11])=[C:6]([C:8](=[O:10])[CH3:9])[CH:7]=1.[CH3:12][CH:13]([CH3:17])[CH2:14][CH:15]=O.N1CCCC1.Cl>CCOC(C)=O.CO>[Br:1][C:2]1[CH:7]=[C:6]2[C:5](=[CH:4][CH:3]=1)[O:11][CH:15]([CH2:14][CH:13]([CH3:17])[CH3:12])[CH2:9][C:8]2=[O:10]. Procedure: To a mixture of 1-(5-bromo-2-hydroxyphenyl)ethanone (10.0 g, 46.5 mmol) and MeOH (0.20 L) were added 3-methylbutanal (7.54 mL, 69.8 mmol) and pyrrolidine (5.77 mL, 69.8 mmol) at ambient temperature, and the mixture was stirred for 3 days at the same temperature. After concentration of the reaction mixture at reduced pressure, the residue was diluted with EtOAc, acidified to pH 3-4 with 1M aqueous HCl, and extracted with EtOAc. The organic layer was washed with water and brine, dried over MgSO4, ...